describe an organic reaction: reactants, conditions, products, and yield From a dataset of the Open Reaction Database (ORD), a public repository of structured organic reaction records. Starting materials: di-Grignard reagent, BrCCC(CCBr)C (1,5-dibromo-3-methylpentane), C(=O)C=C (acrolein). Product: CC(CCC(C=C)O)CCC(C=C)O (6-methylundeca-1,10-diene-3,9-diol). The yield is 77.9%. RXN SMILES: Br[CH2:2][CH2:3][CH:4]([CH3:8])[CH2:5][CH2:6]Br.[CH:9]([CH:11]=[CH2:12])=[O:10]>>[CH3:8][CH:4]([CH2:5][CH2:6][CH:9]([OH:10])[CH:11]=[CH2:12])[CH2:3][CH2:2][CH:9]([OH:10])[CH:11]=[CH2:12]. Procedure: Preparation ofthe di-Grignard reagent from 1,5-dibromo-3-methylpentane (46 g, 189 mmole) and treatment with acrolein (23.3 g, 415 mmole), as described in Example 6 (Step 2/Method A), gave 6-methylundeca-1,10-diene-3,9-diol (29.2 g, 78% yield). C12H22O2 (198.31 g/mole). bp: 115° C., 0.4 mm Hg. 1HNMR (500 MHz, CDCl3): 0.86 (d, 3H), 1.08-1.58 (m, 9H), 1.95 (bs, 2H), 4.02 (m, 2H), 5.06 (d, 2H), 5.18 (m, 2H), 5.79-5.87 (m, 2H) ppm. 13CNMR (125 MHz, CDCl3): 19.66, 32.38, 32.66, 32.77, 34.47, 73.50, 73... Starting materials: CSc1ccc(CBr)cc1F, O=C(Cl)c1ccc(Br)cc1, COCCOC, [Zn], c1ccc(P(c2ccccc2)(c2ccccc2)[Pd](P(c2ccccc2)(c2ccccc2)c2ccccc2)(P(c2ccccc2)(c2ccccc2)c2ccccc2)P(c2ccccc2)(c2ccccc2)c2ccccc2)cc1. Product: CSc1ccc(CC(=O)c2ccc(Br)cc2)cc1F. RXN SMILES: [Br:11][CH2:12][c:13]1[cH:14][c:15]([F:21])[c:16]([S:19][CH3:20])[cH:17][cH:18]1.[Br:1][c:2]1[cH:3][cH:4][c:5]([C:6](=[O:7])[Cl:8])[cH:9][cH:10]1.[CH3:22][O:23][CH2:24][CH2:25][O:26][CH3:27].[Zn:28].[cH:29]1[cH:30][cH:31][c:32]([P:33]([Pd:34]([P:35]([c:36]2[cH:37][cH:38][cH:39][cH:40][cH:41]2)([c:42]2[cH:43][cH:44][cH:45][cH:46][cH:47]2)[c:48]2[cH:49][cH:50][cH:51][cH:52][cH:53]2)([P:54]([c:55]2[cH:56][cH:57][cH:58][cH:59][cH:60]2)([c:61]2[cH:62][cH:63][cH:64][cH:65][cH:66]2)[c:67]2[cH:68][cH:69][cH:70][cH:71][cH:72]2)[P:73]([c:74]2[cH:75][cH:76][cH:77][cH:78][cH:79]2)([c:80]2[cH:81][cH:82][cH:83][cH:84][cH:85]2)[c:86]2[cH:87][cH:88][cH:89][cH:90][cH:91]2)([c:92]2[cH:93][cH:94][cH:95][cH:96][cH:97]2)[c:98]2[cH:99][cH:100][cH:101][cH:102][cH:103]2)[cH:104][cH:105]1>>[Br:1][c:2]1[cH:3][cH:4][c:5]([C:6](=[O:7])[CH2:12][c:13]2[cH:14][c:15]([F:21])[c:16]([S:19][CH3:20])[cH:17][cH:18]2)[cH:9][cH:10]1. The reactants are NC=1C=C2N3C(C(NN=C3COC2=CC1OC1=CC=CC=C1)=O)C (6-amino-4-methyl-7-phenoxy-2,10-dihydro-9-oxa-1,2,4a-triaza-phenanthren-3-one), NC1CN(C1)C(=O)OC(C)(C)C (tert-butyl 3-aminoazetidine-1-carboxylate), C(#N)[BH3-].[Na+] (sodium cyanoborohydride). The solvent is CO (MeOH), CC(=O)O (AcOH), CO (MeOH). Product: C(C)(C)(C)OC(=O)N1CC(C1)NC=1C=C2N3C(C(NN=C3COC2=CC1OC1=CC=CC=C1)=O)C (3-(4-methyl-3-oxo-7-phenoxy-2,3,4,10-tetrahydro-9-oxa-1,2,4a-triaza-phenanthren-6-ylamino)-azetidine-1-carboxylic acid tert-butyl ester). Isolated yield 11.3%. Reaction SMILES: [NH2:1][C:2]1[CH:3]=[C:4]2[C:13](=[CH:14][C:15]=1[O:16][C:17]1[CH:22]=[CH:21][CH:20]=[CH:19][CH:18]=1)[O:12][CH2:11][C:10]1[N:5]2[CH:6]([CH3:24])[C:7](=[O:23])[NH:8][N:9]=1.N[CH:26]1[CH2:29][N:28]([C:30]([O:32][C:33]([CH3:36])([CH3:35])[CH3:34])=[O:31])[CH2:27]1.C([BH3-])#N.[Na+]>CO.CC(O)=O>[C:33]([O:32][C:30]([N:28]1[CH2:29][CH:26]([NH:1][C:2]2[CH:3]=[C:4]3[C:13](=[CH:14][C:15]=2[O:16][C:17]2[CH:22]=[CH:21][CH:20]=[CH:19][CH:18]=2)[O:12][CH2:11][C:10]2[N:5]3[CH:6]([CH3:24])[C:7](=[O:23])[NH:8][N:9]=2)[CH2:27]1)=[O:31])([CH3:36])([CH3:34])[CH3:35] |f:2.3|. Procedure details: A mixture of 6-amino-4-methyl-7-phenoxy-2,10-dihydro-9-oxa-1,2,4a-triaza-phenanthren-3-one (0.090 g, crude from previous step), tert-butyl 3-aminoazetidine-1-carboxylate (0.087 g, 0.51 mmol) and sodium cyanoborohydride (0.00032 g, 0.51 mmol) in MeOH (2.7 mL) and AcOH (0.3 mL) was heated at reflux overnight. The reaction mixture was cooled to ambient temperature and diluted with MeOH (10 mL). The solution was purified by preparative HPLC (Table 3, Method 3) to give 3-(4-methyl-3-oxo-7-phenoxy-2,3... The reactants are ClCCl, CC(C)(C)c1ccc(-n2ncc3cccc(N)c3c2=O)cc1, O=Cc1c[nH]c2ncccc12. The product is CC(C)(C)c1ccc(-n2ncc3cccc(NCc4c[nH]c5ncccc45)c3c2=O)cc1. RXN SMILES: [Cl:34][CH2:35][Cl:36].[NH2:1][c:2]1[cH:3][cH:4][cH:5][c:6]2[cH:7][n:8][n:9](-[c:13]3[cH:14][cH:15][c:16]([C:19]([CH3:20])([CH3:21])[CH3:22])[cH:17][cH:18]3)[c:10](=[O:12])[c:11]12.[nH:23]1[cH:24][c:25]([CH:32]=[O:33])[c:26]2[c:27]1[n:28][cH:29][cH:30][cH:31]2>>[NH:1]([c:2]1[cH:3][cH:4][cH:5][c:6]2[cH:7][n:8][n:9](-[c:13]3[cH:14][cH:15][c:16]([C:19]([CH3:20])([CH3:21])[CH3:22])[cH:17][cH:18]3)[c:10](=[O:12])[c:11]12)[CH2:32][c:25]1[cH:24][nH:23][c:27]2[c:26]1[cH:31][cH:30][cH:29][n:28]2. Starting materials: FC1=C(C=CC(=C1)I)NC=O (2-fluoro-4-iodophenylformamide), C(C)(=O)[O-].[K+] (potassium acetate), BrC1=CC=C(C(=O)[C@H]2[C@@H](CCC2)C(=O)OC)C=C1 (methyl (R,R)-2-(4-bromobenzoyl)cyclopentanecarboxylate), C([O-])([O-])=O.[Cs+].[Cs+] (cesium carbonate). Reagents/catalysts: C(C)(=O)[O-].[Pd+2].C(C)(=O)[O-] (palladium acetate), C=1C=CC(=CC1)[P](C=2C=CC=CC2)(C=3C=CC=CC3)[Pd]([P](C=4C=CC=CC4)(C=5C=CC=CC5)C=6C=CC=CC6)([P](C=7C=CC=CC7)(C=8C=CC=CC8)C=9C=CC=CC9)[P](C=1C=CC=CC1)(C=1C=CC=CC1)C=1C=CC=CC1 (tetrakis(triphenylphosphine)palladium(0)). The solvent is CN(C=O)C (N,N-dimethylformamide). Reaction conditions: temperature 80 celsius. Yields the product FC=1C=C(C=CC1NC=O)C1=CC=C(C=C1)C(=O)C1C(CCC1)C(=O)OC (methyl 2-{[3′-fluoro-4′-(formylamino)-1,1′-biphenyl-4-yl]carbonyl}cyclopentanecarboxylate). Isolated yield 169.4%. As a reaction SMILES: [F:1][C:2]1[CH:7]=[C:6](I)[CH:5]=[CH:4][C:3]=1[NH:9][CH:10]=[O:11].C([O-])(=O)C.[K+].Br[C:18]1[CH:34]=[CH:33][C:21]([C:22]([C@@H:24]2[CH2:28][CH2:27][CH2:26][C@H:25]2[C:29]([O:31][CH3:32])=[O:30])=[O:23])=[CH:20][CH:19]=1.C(=O)([O-])[O-].[Cs+].[Cs+]>CN(C)C=O.C([O-])(=O)C.[Pd+2].C([O-])(=O)C.C1C=CC([P]([Pd]([P](C2C=CC=CC=2)(C2C=CC=CC=2)C2C=CC=CC=2)([P](C2C=CC=CC=2)(C2C=CC=CC=2)C2C=CC=CC=2)[P](C2C=CC=CC=2)(C2C=CC=CC=2)C2C=CC=CC=2)(C2C=CC=CC=2)C2C=CC=CC=2)=CC=1>[F:1][C:2]1[CH:7]=[C:6]([C:18]2[CH:19]=[CH:20][C:21]([C:22]([CH:24]3[CH2:28][CH2:27][CH2:26][CH:25]3[C:29]([O:31][CH3:32])=[O:30])=[O:23])=[CH:33][CH:34]=2)[CH:5]=[CH:4][C:3]=1[NH:9][CH:10]=[O:11] |f:1.2,4.5.6,8.9.10,^1:58,60,79,98|. Procedure: To a suspension of 2-fluoro-4-iodophenylformamide (5.11 g, 19.28 mmol) bis(pinacolato)diboron (4.89 g, 19.28 mmol), potassium acetate (5.67 g, 57.84 mmol), and palladium acetate (129 mg, 0.58 mmol) in N,N-dimethylformamide (125 mL) was bubbled through argon for 30 minutes. The reaction mixture was then heated at 80° C. for 3 h. After the mixture was cooled to rt, methyl (R,R)-2-(4-bromobenzoyl)cyclopentanecarboxylate (2.2 g, 7.35 mmol, 97% ee), tetrakis(triphenylphosphine)palladium(0) (668 mg, 0... Product: ClC1=CC=C(OC2=CC=C(C=C2)N2C(N(C[C@@H]2C2=CC(=CC=C2)C(F)(F)F)CCS(=O)(=O)C)=O)C=C1 ((S)-3-[4-(4-chloro-phenoxy)-phenyl]-1-(2-methanesulfonyl-ethyl)-4-(3-trifluoromethyl-phenyl)-imidazolidin-2-one), ClC1=CC=C(OC2=CC=C(C=C2)N2C(NC[C@@H]2C2=CC(=CC=C2)C(F)(F)F)=O)C=C1 ((S)-1-[4-(4-chloro-phenoxy)-phenyl]-5-(3-trifluoromethyl-phenyl)-imidazolidin-2-one). The yield is 63.0%. The solvent is CN(C)C=O (DMF), CN(C)C=O (DMF). Procedure details: A solution of (S)-1-[4-(4-chloro-phenoxy)-phenyl]-5-(3-trifluoromethyl-phenyl)-imidazolidin-2-one (1.5 g, 3.47 mmol) in anhydrous DMF (20 mL) is cooled down to 0° C. in an ice bath when NaH (194 mg, 60% in mineral oil, 4.86 mmol) is added into the solution portion wise. After the addition, the mixture is stirred at 0° C. for 10 min when a solution of vinyl methylsulfone (736 mg, 6.94 mmol) in DMF (5 mL) is added into the mixture. The resulted mixture is allowed to warm up to room temperature and... Run at time 1 hour. RXN SMILES: [Cl:1][C:2]1[CH:30]=[CH:29][C:5]([O:6][C:7]2[CH:12]=[CH:11][C:10]([N:13]3[C@@H:17]([C:18]4[CH:23]=[CH:22][CH:21]=[C:20]([C:24]([F:27])([F:26])[F:25])[CH:19]=4)[CH2:16][NH:15][C:14]3=[O:28])=[CH:9][CH:8]=2)=[CH:4][CH:3]=1.[H-].[Na+].[CH:33]([S:35]([CH3:38])(=[O:37])=[O:36])=[CH2:34].[NH4+].[Cl-]>CN(C=O)C>[Cl:1][C:2]1[CH:3]=[CH:4][C:5]([O:6][C:7]2[CH:8]=[CH:9][C:10]([N:13]3[C@@H:17]([C:18]4[CH:23]=[CH:22][CH:21]=[C:20]([C:24]([F:26])([F:25])[F:27])[CH:19]=4)[CH2:16][N:15]([CH2:34][CH2:33][S:35]([CH3:38])(=[O:37])=[O:36])[C:14]3=[O:28])=[CH:11][CH:12]=2)=[CH:29][CH:30]=1.[Cl:1][C:2]1[CH:3]=[CH:4][C:5]([O:6][C:7]2[CH:8]=[CH:9][C:10]([N:13]3[C@@H:17]([C:18]4[CH:23]=[CH:22][CH:21]=[C:20]([C:24]([F:25])([F:27])[F:26])[CH:19]=4)[CH2:16][NH:15][C:14]3=[O:28])=[CH:11][CH:12]=2)=[CH:29][CH:30]=1 |f:1.2,4.5|. Starting materials: ClC1=CC=C(OC2=CC=C(C=C2)N2C(NC[C@@H]2C2=CC(=CC=C2)C(F)(F)F)=O)C=C1 ((S)-1-[4-(4-chloro-phenoxy)-phenyl]-5-(3-trifluoromethyl-phenyl)-imidazolidin-2-one), [H-].[Na+] (NaH), C(=C)S(=O)(=O)C (vinyl methylsulfone), [NH4+].[Cl-] (NH4Cl). Starting materials: C1(=CC=C(C=C1)S(=O)(=O)C[N+]#[C-])C (p-toluenesulfonylmethyl isocyanide), O1C(=CC=C1)C=1OC(=C(N1)COC1=C(C=C(COC2=NN(C(=C2)C=O)C2=CC=CC=C2)C=C1)OC)C (3-[4-[2-(2-furyl)-5-methyl-4-oxazolylmethoxy]-3-methoxybenzyloxy]-1-phenyl-1H-pyrazole-5-carbaldehyde), CC(C)([O-])C.[K+] (potassium t-butoxide), [Cl-].[NH4+] (ammonium chloride). Run in CO (methanol), C(OC)COC (dimethoxyethane), C(OC)COC (dimethoxyethane), C(OC)COC (dimethoxyethane). Reaction conditions: time 5 minute. Yields the product O1C(=CC=C1)C=1OC(=C(N1)COC1=C(C=C(COC2=NN(C(=C2)CC#N)C2=CC=CC=C2)C=C1)OC)C ([3-[4-[2-(2-furyl)-5-methyl-4-oxazolylmethoxy]-3-methoxybenzyloxy-]-1-phenyl-1H-pyrazol-5-yl]acetonitrile). The yield is 14.7%. RXN SMILES: CC(C)([O-])C.[K+].C1(C)C=CC(S([CH2:16][N+:17]#[C-])(=O)=O)=CC=1.[O:20]1[CH:24]=[CH:23][CH:22]=[C:21]1[C:25]1[O:26][C:27]([CH3:55])=[C:28]([CH2:30][O:31][C:32]2[CH:52]=[CH:51][C:35]([CH2:36][O:37][C:38]3[CH:42]=[C:41]([CH:43]=O)[N:40]([C:45]4[CH:50]=[CH:49][CH:48]=[CH:47][CH:46]=4)[N:39]=3)=[CH:34][C:33]=2[O:53][CH3:54])[N:29]=1.[Cl-].[NH4+]>C(COC)OC.CO>[O:20]1[CH:24]=[CH:23][CH:22]=[C:21]1[C:25]1[O:26][C:27]([CH3:55])=[C:28]([CH2:30][O:31][C:32]2[CH:52]=[CH:51][C:35]([CH2:36][O:37][C:38]3[CH:42]=[C:41]([CH2:43][C:16]#[N:17])[N:40]([C:45]4[CH:50]=[CH:49][CH:48]=[CH:47][CH:46]=4)[N:39]=3)=[CH:34][C:33]=2[O:53][CH3:54])[N:29]=1 |f:0.1,4.5|. Procedure: To a mixture of potassium t-butoxide (1.46 g) and dimethoxyethane (50 ml) was added a solution of p-toluenesulfonylmethyl isocyanide (1.33 g) in dimethoxyethane (50 ml) at −78° C. and the mixture was stirred for 5 min. Then a solution of 3-[4-[2-(2-furyl)-5-methyl-4-oxazolylmethoxy]-3-methoxybenzyloxy]-1-phenyl-1H-pyrazole-5-carbaldehyde (3.00 g) in dimethoxyethane (50 ml) was added. After stirring at said temperature for 1 hr, the mixture was stirred for 1 hr. while raising the temperature to r...